From a dataset of the Open Reaction Database (ORD), a public repository of structured organic reaction records. describe an organic reaction: reactants, conditions, products, and yield Reactants: NC1=CC(CC(C1)CCCCCC)=O (3-amino-5-n-hexyl-2-cyclohexene-1-one), C(C=C)(=O)O (acrylic acid). Solvent: C(Cl)(Cl)Cl (chloroform). Run at temperature 140 celsius, time 2 hour. Product: C(CCCCC)C1CC(C=2CCC(NC2C1)=O)=O (7-n-hexyl-1,2,3,4,5,6,7,8-octahydroquinoline-2,5-dione). Yield: 52.2%. Reaction SMILES: [NH2:1][C:2]1[CH2:7][CH:6]([CH2:8][CH2:9][CH2:10][CH2:11][CH2:12][CH3:13])[CH2:5][C:4](=[O:14])[CH:3]=1.[C:15](O)(=[O:18])[CH:16]=[CH2:17]>C(Cl)(Cl)Cl>[CH2:8]([CH:6]1[CH2:7][C:2]2[NH:1][C:15](=[O:18])[CH2:16][CH2:17][C:3]=2[C:4](=[O:14])[CH2:5]1)[CH2:9][CH2:10][CH2:11][CH2:12][CH3:13]. Procedure details: The obtained 3-amino-5-n-hexyl-2-cyclohexene-1-one (16.8 g) and acrylic acid (12.4 g) were mixed, and the mixture was stirred at 140° C. for 2 hours. After completion of the reaction, chloroform was added, and the mixture was washed with sodium bicarbonate water, water and aqueous NaCl solution in this order, followed by drying over sodium sulfate. A crude product was obtained when the solvent was evaporated. The crude was purified by silica gel column chromatography (eluent=chloroform:methanol ... The reactants are S(=S)(=O)([O-])[O-].[Na+].[Na+] (sodium thiosulfate), FC=1C=CC2=C(C(N(CC=3N2C=NC3)C)=O)C1 (8-fluoro-4,5-dihydro-5-methyl-6H -imidazo[1,5-a][1,4]benzodiazepin-6-one), II (iodine), O (water). The solvent is CN(C=O)C (N,N-dimethylformamide). The product is FC=1C=CC2=C(C(N(CC=3N2C=NC3I)C)=O)C1 (8-fluoro-4,5-dihydro-3-iodo-5-methyl-6H-imidazo[1,5-a][1,4]benzodiazepin-6-one). Reaction SMILES: [F:1][C:2]1[CH:3]=[CH:4][C:5]2[N:11]3[CH:12]=[N:13][CH:14]=[C:10]3[CH2:9][N:8]([CH3:15])[C:7](=[O:16])[C:6]=2[CH:17]=1.[I:18]I.O.S([O-])([O-])(=O)=S.[Na+].[Na+]>CN(C)C=O>[F:1][C:2]1[CH:3]=[CH:4][C:5]2[N:11]3[CH:12]=[N:13][C:14]([I:18])=[C:10]3[CH2:9][N:8]([CH3:15])[C:7](=[O:16])[C:6]=2[CH:17]=1 |f:3.4.5|. Reported procedure: 2.31 g (10 mmol) of 8-fluoro-4,5-dihydro-5-methyl-6H -imidazo[1,5-a][1,4]benzodiazepin-6-one were stirred at 95° for 1.5 hours with 8.88 g (35 mmol) of iodine in 25 ml of N,N-dimethylformamide. The reaction mixture was then poured into 300 ml of water, decolorized with sodium thiosulfate solution and extracted four times with methylene chloride. The organic extracts were washed three times with water, dried over magnesium sulfate and evaporated. After recrystallization of the residue from ethyl ... Run in O1CCCC1 (tetrahydrofuran), O (Water). As a reaction SMILES: [F:1][C:2]([S:5][C:6]1[CH:11]=[CH:10][C:9]([OH:12])=[CH:8][CH:7]=1)([F:4])[F:3].O[CH:14]1[CH2:19][CH2:18][N:17]([C:20]([O:22][C:23]([CH3:26])([CH3:25])[CH3:24])=[O:21])[CH2:16][CH2:15]1.C1(P(C2C=CC=CC=2)C2C=CC=CC=2)C=CC=CC=1.N(C(OCC)=O)=NC(OCC)=O>O1CCCC1.O>[F:1][C:2]([S:5][C:6]1[CH:11]=[CH:10][C:9]([O:12][CH:14]2[CH2:19][CH2:18][N:17]([C:20]([O:22][C:23]([CH3:26])([CH3:25])[CH3:24])=[O:21])[CH2:16][CH2:15]2)=[CH:8][CH:7]=1)([F:4])[F:3]. Starting materials: FC(F)(F)SC1=CC=C(C=C1)O (4-trifluoromethylsulfanyl-phenol), OC1CCN(CC1)C(=O)OC(C)(C)C (t-butyl 4-hydroxy-1-piperidinecarboxylate), C1(=CC=CC=C1)P(C1=CC=CC=C1)C1=CC=CC=C1 (triphenyl phosphine), N(=NC(=O)OCC)C(=O)OCC (diethyl azodicarboxylate). Isolated yield 79.1%. Product: FC(F)(F)SC1=CC=C(OC2CCN(CC2)C(=O)OC(C)(C)C)C=C1 (t-Butyl 4-(4-trifluoromethylsulfanyl-phenoxy)piperidine-1-carboxylate). Procedure details: A solution of 2 g 4-trifluoromethylsulfanyl-phenol, 2.07 g t-butyl 4-hydroxy-1-piperidinecarboxylate, 3.2 g triphenyl phosphine and 5.4 g diethyl azodicarboxylate (40% toluene solution) in anhydrous tetrahydrofuran (40 mL) was heated for 24 hours under reflux in a stream of nitrogen. Water was added thereto, and the reaction solution was extracted with ethyl acetate, dried over sodium sulfate, and purified by NH silica gel chromatography (hexane/ethyl acetate) to give 3.07 g of the title compoun... Starting materials: C(C)(C)(C)OC(=O)N1C(C(CC1)C(C)OC1OCCCC1)C (1-t-butyloxycarbonyl-2-methyl-3-(1-tetrahydropyranyloxyethyl)pyrrolidine), Cl (hydrochloric acid). Run in C(C)(=O)O (acetic acid). Reaction conditions: time 12 hour. Yields the product C(C)(C)(C)OC(=O)N1C(C(CC1)C(C)O)C (1-t-butyloxycarbonyl-3-(1-hydroxyethyl)-2-methylpyrrolidine). Yield: 99.8%. Reaction SMILES: [C:1]([O:5][C:6]([N:8]1[CH2:12][CH2:11][CH:10]([CH:13]([O:15]C2CCCCO2)[CH3:14])[CH:9]1[CH3:22])=[O:7])([CH3:4])([CH3:3])[CH3:2].Cl>C(O)(=O)C>[C:1]([O:5][C:6]([N:8]1[CH2:12][CH2:11][CH:10]([CH:13]([OH:15])[CH3:14])[CH:9]1[CH3:22])=[O:7])([CH3:4])([CH3:3])[CH3:2]. Procedure details: To a solution of 1-t-butyloxycarbonyl-2-methyl-3-(1-tetrahydropyranyloxyethyl)pyrrolidine (10.2 g) in acetic acid (100 ml) was added 6N-hydrochloric acid solution (100 ml) at ambient temperature. After stirring for 12 hours, the solvent was evaporated. The residue was dissolved into a mixture of tetrahydrofuran (50 ml) and water (50 ml). To the solution was dropwise added allyl chloroformate (4.1 ml) at 0° C., while adjusting pH to 9~10 with 30% aqueous sodium hydroxide solution. The mixture was... Reactants: CC(C1=C(C=CC=C1)N)(C)O (α,α-dimethyl-2-aminobenzyl alcohol), CC(=O)C (acetone). Solvent: C1=CC=CC=C1 (benzene). The product is CC1(NC2=C(C(O1)(C)C)C=CC=C2)C (2,2,4,4-tetramethyl-1,2-dihydro-4H-3,1-benzoxazine). Yield: 27.2%. As a reaction SMILES: [CH3:1][C:2]([OH:11])([CH3:10])[C:3]1[CH:8]=[CH:7][CH:6]=[CH:5][C:4]=1[NH2:9].[CH3:12][C:13]([CH3:15])=O>C1C=CC=CC=1>[CH3:12][C:13]1([CH3:15])[O:11][C:2]([CH3:1])([CH3:10])[C:3]2[CH:8]=[CH:7][CH:6]=[CH:5][C:4]=2[NH:9]1. Procedure details: A solution of 15 g (0.1 mol) α,α-dimethyl-2-aminobenzyl alcohol and 5.7 g (0.1 mol) acetone in 120 ml of benzene was heated under reflux in a Dean-Stark trap for 3 hours. About 1.5 ml of water was separated from the reaction mixture. The benzene solution was then evaporated to give an oil which solidified on standing. Recrystallization from ethanol-water gave 5.2 g 2,2,4,4-tetramethyl-1,2-dihydro-4H-3,1-benzoxazine, as a white solid. The reactants are C(#C)C=1C=C(C=CC1)NC(NCC=1C=C(C(=O)NC=2SC=3CN(CCC3N2)C)C=CC1)=O (3-[3-(3-Ethynyl-phenyl)-ureidomethyl]-N-(5-methyl-4,5,6,7-tetrahydro-thiazolo[5,4-c]pyridin-2-yl)-benzamide), C(#C)NC1=CC=CC=C1 (ethynyl aniline). The product is C(#C)C=1C=C(C=CC1)NC(NCC=1C=C(C(=O)NC=2SC=3CN(CCC3N2)C)C=CC1)=O (3-[3-(3-Ethynyl-phenyl)-ureidomethyl]-N-(5-methyl-4,5,6,7-tetrahydro-thiazolo[5,4-c]pyridin-2-yl)-benzamide), NC(=O)N (urea). Reaction SMILES: [C:1]([C:3]1[CH:4]=[C:5]([NH:9][C:10](=[O:32])[NH:11][CH2:12][C:13]2[CH:14]=[C:15]([CH:29]=[CH:30][CH:31]=2)[C:16]([NH:18][C:19]2[S:20][C:21]3[CH2:22][N:23]([CH3:28])[CH2:24][CH2:25][C:26]=3[N:27]=2)=[O:17])[CH:6]=[CH:7][CH:8]=1)#[CH:2].C(NC1C=CC=CC=1)#C>>[C:1]([C:3]1[CH:4]=[C:5]([NH:9][C:10](=[O:32])[NH:11][CH2:12][C:13]2[CH:14]=[C:15]([CH:29]=[CH:30][CH:31]=2)[C:16]([NH:18][C:19]2[S:20][C:21]3[CH2:22][N:23]([CH3:28])[CH2:24][CH2:25][C:26]=3[N:27]=2)=[O:17])[CH:6]=[CH:7][CH:8]=1)#[CH:2].[NH2:9][C:10]([NH2:11])=[O:32]. Procedure details: 3-Ethynlaniline (0.15 mL, 1.43 mmol) was added to a 20% solution of phosgene in toluene (4.04 mmol) followed by DIPEA (0.50 mL, 2.71 mmol). The reaction mixture was stirred at room temperature for 3 h. To this was added 3-aminomethyl-N-(5-methyl-4,5,6,7-tetrahydro-thiazolo[5,4-c]pyridin-2-yl)-benzamide (250 mg, 0.69 mmol) and 1 mL of DMSO. The reaction mixture was stirred overnight at room temperature, then diluted with EtOAc (100 mL), washed with water (2×100 mL), dried with Na2SO4 and concentr... Reactants: C(C)(C)(C)OC(OC(C)(C)C)=O (di-tert-butylcarbonate), CCCCCC.C(C)(=O)OCC (hexane ethyl acetate), 3,4-dihydroxstyrene, CC(C)(C)[O-].[K+] (potassium tert-butylate), ice. The solvent is C1CCOC1 (THF), O1CCCC1 (tetrahydrofuran). Reaction conditions: temperature 5 celsius. Product: C(C)(C)(C)OC(=O)OC=1C=C(C=C)C=CC1OC(=O)OC(C)(C)C (3,4-Bis(tert-butoxycarbonyloxy)styrene). RXN SMILES: [CH3:1][C:2]([O-:5])([CH3:4])[CH3:3].[K+].[C:7]([O:11][C:12](=[O:18])[O:13][C:14]([CH3:17])([CH3:16])[CH3:15])([CH3:10])(C)C.[CH3:19][CH2:20][CH2:21][CH2:22]CC.[C:25]([O:28][CH2:29][CH3:30])(=[O:27])C>O1CCCC1>[C:2]([O:5][C:25]([O:28][C:29]1[CH:30]=[C:20]([CH:19]=[CH:10][C:7]=1[O:11][C:12]([O:13][C:14]([CH3:15])([CH3:16])[CH3:17])=[O:18])[CH:21]=[CH2:22])=[O:27])([CH3:4])([CH3:3])[CH3:1] |f:0.1,3.4|. Procedure details: 38 g (0.28 mol) 3,4-dihydroxstyrene are dissolved in 1 l of tetrahydrofuran and the solution is cooled to 5° C. With stirring and cooling, 63 g (0.56 mol) of potassium tert-butylate are added over 20 min in increments such that the temperature of the mixture remains between 5° C. The mixture is stirred for 1 h at room temperature. Then a solution of 135.3 g (0.62 mol) of di-tert-butylcarbonate in a small amount of THF is added dropwise. After stirring for c. 3 h at room temperature, analysis by ... Reaction SMILES: C(OC([N:8]1[CH2:13][CH2:12][CH:11]([CH2:14][C:15]([CH3:20])([CH3:19])[CH2:16][C:17]#[N:18])[CH2:10][CH2:9]1)=O)(C)(C)C.[ClH:21]>O1CCCC1>[ClH:21].[NH:8]1[CH2:13][CH2:12][CH:11]([CH2:14][C:15]([CH3:20])([CH3:19])[CH2:16][C:17]#[N:18])[CH2:10][CH2:9]1 |f:3.4|. The solvent is O1CCCC1 (tetrahydrofuran). Procedure details: To a solution of 6.7 g of 4-[1-(tert-butoxycarbonyl)-piperidin-4-yl]-3,3-dimethylbutyronitrile in 50 ml of tetrahydrofuran was added at room temperature 20 ml of conc. hydrochloric acid and the resulting mixture was stirred for 2 hours. Then the reaction mixture was concentrated under reduced pressure to thereby give crude 4-(piperidin-4-yl)-3,3-dimethylbutyronitrile hydrochloride. This crude product was dissolved in 100 ml of dichloromethane. After adding 10.5 g of anhydrous potassium carbonate... Reaction conditions: time 2 hour. The reactants are C(C)(C)(C)OC(=O)N1CCC(CC1)CC(CC#N)(C)C (4-[1-(tert-butoxycarbonyl)-piperidin-4-yl]-3,3-dimethylbutyronitrile), Cl (hydrochloric acid). The product is Cl.N1CCC(CC1)CC(CC#N)(C)C (4-(piperidin-4-yl)-3,3-dimethylbutyronitrile hydrochloride). Reactants: N(=[N+]=[N-])C[C@@H]1CN(CCO[C@H]1C1=CC(=C(C=C1)Cl)Cl)C(=O)OC(C)(C)C (tert-butyl (6S,7R)-6-(azidomethyl)-7-(3,4-dichlorophenyl)-1,4-oxazepane-4-carboxylate), C([O-])([O-])=O.[K+].[K+] (potassium carbonate), C(CC(=O)C)(=O)OC (methyl acetoacetate). The solvent is CS(=O)C (DMSO), C(C)(=O)OCC (ethyl acetate). Reaction conditions: temperature 80 celsius, time 8 hour. Yields the product ClC=1C=C(C=CC1Cl)[C@H]1[C@@H](CN(CCO1)C(=O)OC(C)(C)C)CN1N=NC(=C1C)C(=O)OC (tert-butyl (6S,7R)-7-(3,4-dichlorophenyl)-6-{[4-(methoxycarbonyl)-5-methyl-1H-1,2,3-triazol-1-yl]methyl}-1,4-oxazepane-4-carboxylate). RXN SMILES: [N:1]([CH2:4][C@H:5]1[C@H:11]([C:12]2[CH:17]=[CH:16][C:15]([Cl:18])=[C:14]([Cl:19])[CH:13]=2)[O:10][CH2:9][CH2:8][N:7]([C:20]([O:22][C:23]([CH3:26])([CH3:25])[CH3:24])=[O:21])[CH2:6]1)=[N+:2]=[N-:3].C(=O)([O-])[O-].[K+].[K+].[C:33]([O:39][CH3:40])(=[O:38])[CH2:34][C:35]([CH3:37])=O>CS(C)=O.C(OCC)(=O)C>[Cl:19][C:14]1[CH:13]=[C:12]([C@@H:11]2[O:10][CH2:9][CH2:8][N:7]([C:20]([O:22][C:23]([CH3:26])([CH3:25])[CH3:24])=[O:21])[CH2:6][C@H:5]2[CH2:4][N:1]2[C:35]([CH3:37])=[C:34]([C:33]([O:39][CH3:40])=[O:38])[N:3]=[N:2]2)[CH:17]=[CH:16][C:15]=1[Cl:18] |f:1.2.3|. Procedure details: To a solution of tert-butyl (6S,7R)-6-(azidomethyl)-7-(3,4-dichlorophenyl)-1,4-oxazepane-4-carboxylate (200 mg) in DMSO (2 mL) were added potassium carbonate (276 mg) and methyl acetoacetate (0.08 mL) at room temperature, and the mixture was stirred at 80° C. overnight. The reaction mixture was diluted with ethyl acetate. The diluted solution was washed with distilled water and brine, and dried over anhydrous magnesium sulfate. The solvent was evaporated under reduced pressure, and the residue w... Reactants: Cc1ccc(-c2cnc(Nc3cccc4c3CC(NC(=O)OC(C)(C)C)CC4)o2)cc1, Cl, C1COCCO1. Product: Cc1ccc(-c2cnc(Nc3cccc4c3CC(N)CC4)o2)cc1. Reaction SMILES: [C:2]([O:3][C:4](=[O:5])[NH:8][CH:9]1[CH2:10][c:11]2[c:12]([NH:19][c:20]3[o:21][c:22](-[c:25]4[cH:26][cH:27][c:28]([CH3:31])[cH:29][cH:30]4)[cH:23][n:24]3)[cH:13][cH:14][cH:15][c:16]2[CH2:17][CH2:18]1)([CH3:6])([CH3:7])[CH3:32].[ClH:1].[O:33]1[CH2:34][CH2:35][O:36][CH2:37][CH2:38]1>>[NH2:8][CH:9]1[CH2:10][c:11]2[c:12]([NH:19][c:20]3[o:21][c:22](-[c:25]4[cH:26][cH:27][c:28]([CH3:31])[cH:29][cH:30]4)[cH:23][n:24]3)[cH:13][cH:14][cH:15][c:16]2[CH2:17][CH2:18]1.